Dataset: the Open Reaction Database (ORD), a public repository of structured organic reaction records. Task: describe an organic reaction: reactants, conditions, products, and yield The reactants are C(CCC)P(CCCC)CCCC (tri-n-butylphosphine), ClC1=CC=C(CCl)C=C1 (4-chlorobenzyl chloride), Cl[SiH](Cl)Cl (trichlorosilane). Product: ClC1=CC=C(C[Si](Cl)(Cl)Cl)C=C1 ((4-Chlorobenzyl)trichlorosilane). Yield: 92.3%. As a reaction SMILES: C(P(CCCC)CCCC)CCC.[Cl:14][C:15]1[CH:22]=[CH:21][C:18]([CH2:19]Cl)=[CH:17][CH:16]=1.[Cl:23][SiH:24]([Cl:26])[Cl:25]>>[Cl:14][C:15]1[CH:22]=[CH:21][C:18]([CH2:19][Si:24]([Cl:26])([Cl:25])[Cl:23])=[CH:17][CH:16]=1. Procedure: In the same apparatus and procedure as Example 1 above, 0.15 g (0.75 mmol) of tri-n-butylphosphine, 1.21 g (7.5 mmol) of 4-chlorobenzyl chloride, and 5.08 g (37.5 mmol) of trichlorosilane were reacted at 150° C. for 2 hrs. The resulting mixture was distilled to give 1.8 g of (4-Chlorobenzyl)trichlorosilane; H-NMR (CDCl3, ppm):2.93 (s, 2H, —CH2—), 7.29-7.38 (m, 4H, ArH). Reactants: Cl.N(C1=CC=CC=C1)C1=CC(=NC2=CC=C3C(=C12)NC=N3)C (9-Anilino-7-methyl-1H-imidazo[4,5-f]quinoline Hydrochloride), C(CCC)C1=CC=C(N)C=C1 (p-n-butylaniline), yellow crystals. Solvent: C(C)O (ethanol). Yields the product Cl.C(CCC)C1=CC=C(NN2C=NC=3C2=C2C=CC(=NC2=CC3)C)C=C1 (p-n-Butylanilino-7-methyl-1H-imidazo[4,5-f]quinoline Hydrochloride). Reaction SMILES: [ClH:1].N([C:9]1[C:18]2[C:13](=[CH:14][CH:15]=[C:16]3[N:21]=[CH:20][NH:19][C:17]3=2)[N:12]=[C:11]([CH3:22])[CH:10]=1)C1C=CC=CC=1.[CH2:23]([C:27]1[CH:33]=[CH:32][C:30]([NH2:31])=[CH:29][CH:28]=1)[CH2:24][CH2:25][CH3:26]>C(O)C>[ClH:1].[CH2:23]([C:27]1[CH:28]=[CH:29][C:30]([NH:31][N:19]2[C:17]3=[C:18]4[C:13](=[CH:14][CH:15]=[C:16]3[N:21]=[CH:20]2)[N:12]=[C:11]([CH3:22])[CH:10]=[CH:9]4)=[CH:32][CH:33]=1)[CH2:24][CH2:25][CH3:26] |f:0.1,4.5|. Procedure details: A mixture of the compound of Example I, C. (21.7 g., 0.1 mole) and p-n-butylaniline (14.9 g., 0.1 mole) in ethanol (200 ml.) was stirred and refluxed overnight. The reaction solution was concentrated to dryness by rotary evaporator and the residue was collected and dried at 100°C to yield 36.5 g. (99.7%) yellow crystals, m.p. 296°-303°C. A small sample (5.0 g.) was recrystallized from nitromethane (750 ml.) and dried to yield 1.9 g. yellow crystals, m.p. 287°-302°C. A repeated recrystallization ... Reactants: ClCCl, CC(OC1OCCC(CN2CCC3(CC2)COCC3O)C1c1ccc(F)cc1)c1cc(C(F)(F)F)cc(C(F)(F)F)c1. Yields the product CC(OC1OCCC(CN2CCC3(CC2)COCC3=O)C1c1ccc(F)cc1)c1cc(C(F)(F)F)cc(C(F)(F)F)c1. As a reaction SMILES: [Cl:43][CH2:44][Cl:45].[F:1][C:2]([c:3]1[cH:4][c:5]([CH:13]([CH3:14])[O:15][CH:16]2[O:17][CH2:18][CH2:19][CH:20]([CH2:29][N:30]3[CH2:31][CH2:32][C:33]4([CH:34]([OH:38])[CH2:35][O:36][CH2:37]4)[CH2:39][CH2:40]3)[CH:21]2[c:22]2[cH:23][cH:24][c:25]([F:28])[cH:26][cH:27]2)[cH:6][c:7]([C:9]([F:10])([F:11])[F:12])[cH:8]1)([F:41])[F:42]>>[F:1][C:2]([c:3]1[cH:4][c:5]([CH:13]([CH3:14])[O:15][CH:16]2[O:17][CH2:18][CH2:19][CH:20]([CH2:29][N:30]3[CH2:31][CH2:32][C:33]4([C:34](=[O:38])[CH2:35][O:36][CH2:37]4)[CH2:39][CH2:40]3)[CH:21]2[c:22]2[cH:23][cH:24][c:25]([F:28])[cH:26][cH:27]2)[cH:6][c:7]([C:9]([F:10])([F:11])[F:12])[cH:8]1)([F:41])[F:42]. Starting materials: Cl.C1(=CC=CC=C1)C(CNC1=C2N=CNC2=NC(=N1)CNS(=O)(=O)CC(C)C)C1=CC=CC=C1 (N-({6-[(2,2-diphenylethyl)amino]-9H-purin-2-yl}methyl)-2-methyl-1-propanesulphonamide hydrochloride), C(C)(=O)O[C@H]1[C@H](O[C@@H]([C@H]1OC(C)=O)C1=NC(=NO1)CC)OC(C)=O ((2R,3R,4R,5S)-2,4-bis(acetoxy)-5-(3-ethyl-1,2,4-oxadiazol-5-yl)tetrahydro-3-furanyl acetate), C(C)(=O)O[C@H]1[C@@H](O[C@@H]([C@H]1OC(C)=O)C1=NC(=NO1)CC)OC(C)=O ((2S,3R,4R,5S)-2,4-bis(acetoxy)-5-(3-ethyl-1,2,4-oxadiazol-5-yl)tetrahydro-3-furanyl acetate). The product is C(C)(=O)O[C@H]1[C@@H](O[C@@H]([C@H]1OC(C)=O)C1=NC(=NO1)CC)N1C2=NC(=NC(=C2N=C1)NCC(C1=CC=CC=C1)C1=CC=CC=C1)CNS(=O)(=O)CC(C)C ((2R,3R,4S,5S)-4-(Acetyloxy)-2-(6-[(2,2-diphenylethyl)amino]-2-{[(isobutylsulphonyl)amino]methyl}-9H-purin-9-yl)-5-(3-ethyl-1,2,4-oxadiazol-5-yl)tetrahydro-3-furanyl acetate). Reaction SMILES: Cl.[C:2]1([CH:8]([C:29]2[CH:34]=[CH:33][CH:32]=[CH:31][CH:30]=2)[CH2:9][NH:10][C:11]2[N:19]=[C:18]([CH2:20][NH:21][S:22]([CH2:25][CH:26]([CH3:28])[CH3:27])(=[O:24])=[O:23])[N:17]=[C:16]3[C:12]=2[N:13]=[CH:14][NH:15]3)[CH:7]=[CH:6][CH:5]=[CH:4][CH:3]=1.[C:35]([O:38][C@@H:39]1[C@H:43]([O:44][C:45](=[O:47])[CH3:46])[C@@H:42]([C:48]2[O:52][N:51]=[C:50]([CH2:53][CH3:54])[N:49]=2)[O:41][C@@H:40]1OC(=O)C)(=[O:37])[CH3:36].C(O[C@@H]1[C@H](OC(=O)C)[C@@H](C2ON=C(CC)N=2)O[C@H]1OC(=O)C)(=O)C>>[C:35]([O:38][C@@H:39]1[C@H:43]([O:44][C:45](=[O:47])[CH3:46])[C@@H:42]([C:48]2[O:52][N:51]=[C:50]([CH2:53][CH3:54])[N:49]=2)[O:41][C@H:40]1[N:15]1[CH:14]=[N:13][C:12]2[C:16]1=[N:17][C:18]([CH2:20][NH:21][S:22]([CH2:25][CH:26]([CH3:28])[CH3:27])(=[O:23])=[O:24])=[N:19][C:11]=2[NH:10][CH2:9][CH:8]([C:2]1[CH:3]=[CH:4][CH:5]=[CH:6][CH:7]=1)[C:29]1[CH:30]=[CH:31][CH:32]=[CH:33][CH:34]=1)(=[O:37])[CH3:36] |f:0.1|. Reported procedure: Prepared by the same method as Preparation 26 from N-({6-[(2,2-diphenylethyl)amino]-9H-purin-2-yl}methyl)-2-methyl-1-propanesulphonamide hydrochloride (Preparation 8) and a mixture of (2R,3R,4R,5S)-2,4-bis(acetoxy)-5-(3-ethyl-1,2,4-oxadiazol-5-yl)tetrahydro-3-furanyl acetate and (2S,3R,4R,5S)-2,4-bis(acetoxy)-5-(3-ethyl-1,2,4-oxadiazol-5-yl)tetrahydro-3-furanyl acetate (Preparation 14). Procedure: A solution of the compound of Example 29 (0.90 g, 2.7 mmol) in ethyl acetate (100 ml) was treated with platinum oxide (0.4 g) and reduced for 3 hours at atmospheric pressure. The catalyst was filtered, the filtrate evaporated and the residue (0.87 g) was crystallized from hexane to yield the title compound, m.p. 39°-40° C. Product: COC(CCCCCC1=NN(C2=C1CCC2)C2=CC=C(C=C2)F)=O (1-(4-Fluorophenyl)-1,4,5,6-tetrahydro-3-cyclopentapyrazole-hexanoic acid methyl ester). RXN SMILES: [CH3:1][O:2][C:3](=[O:24])[CH2:4][CH2:5][CH2:6][CH:7]=[CH:8][C:9]1[C:13]2[CH2:14][CH2:15][CH2:16][C:12]=2[N:11]([C:17]2[CH:22]=[CH:21][C:20]([F:23])=[CH:19][CH:18]=2)[N:10]=1>C(OCC)(=O)C.[Pt]=O>[CH3:1][O:2][C:3](=[O:24])[CH2:4][CH2:5][CH2:6][CH2:7][CH2:8][C:9]1[C:13]2[CH2:14][CH2:15][CH2:16][C:12]=2[N:11]([C:17]2[CH:22]=[CH:21][C:20]([F:23])=[CH:19][CH:18]=2)[N:10]=1. Conditions: time 3 hour. Solvent: C(C)(=O)OCC (ethyl acetate). The reagents and catalysts are [Pt]=O (platinum oxide). The reactants are COC(CCCC=CC1=NN(C2=C1CCC2)C2=CC=C(C=C2)F)=O (6-[(4-Fluorophenyl)-1,4,5,6-tetrahydro-3-cyclopentapyrazolyl]5-hexenoic acid methyl ester). Starting materials: O=C(OO)c1cccc(Cl)c1, ClCCl, [Na+], [Na+], O=S([O-])([O-])=S, COC(=O)c1cccc(-c2ccccc2)n1. Yields the product COC(=O)c1cccc(-c2ccccc2)[n+]1[O-]. RXN SMILES: [Cl:17][c:18]1[cH:19][cH:20][cH:21][c:22]([C:23]([O:24][OH:26])=[O:25])[cH:27]1.[Cl:35][CH2:36][Cl:37].[Na+:33].[Na+:34].[S:28]([O-:29])([O-:30])(=[O:31])=[S:32].[c:1]1(-[c:7]2[cH:8][cH:9][cH:10][c:11]([C:13](=[O:14])[O:15][CH3:16])[n:12]2)[cH:2][cH:3][cH:4][cH:5][cH:6]1>>[c:1]1(-[c:7]2[cH:8][cH:9][cH:10][c:11]([C:13](=[O:14])[O:15][CH3:16])[n+:12]2[O-:25])[cH:2][cH:3][cH:4][cH:5][cH:6]1. Reactants: [H-].[Al+3].[Li+].[H-].[H-].[H-] (lithium aluminum hydride), C(C1=CC=CC=C1)=NCCCCCCCCCCCC (N-benzylidene-n-dodecylamine). Solvent: O1CCCC1 (tetrahydrofuran). The product is C(C1=CC=CC=C1)NCCCCCCCCCCCC (N-benzyl-n-dodecylamine). Reaction SMILES: [H-].[Al+3].[Li+].[H-].[H-].[H-].[CH:7](=[N:14][CH2:15][CH2:16][CH2:17][CH2:18][CH2:19][CH2:20][CH2:21][CH2:22][CH2:23][CH2:24][CH2:25][CH3:26])[C:8]1[CH:13]=[CH:12][CH:11]=[CH:10][CH:9]=1>O1CCCC1>[CH2:7]([NH:14][CH2:15][CH2:16][CH2:17][CH2:18][CH2:19][CH2:20][CH2:21][CH2:22][CH2:23][CH2:24][CH2:25][CH3:26])[C:8]1[CH:13]=[CH:12][CH:11]=[CH:10][CH:9]=1 |f:0.1.2.3.4.5|. Reported procedure: 1.9 g (0.05 mol.) of lithium aluminum hydride was dissolved in 80 ml of anhydrous tetrahydrofuran. N-benzylidene-n-dodecylamine was gradually added to the mixture at room temperature and heated at 50°~60° C. for an hour to yield N-benzyl-n-dodecylamine (III). The product was purified by distillation. b.p. 150°~157° C./0.6 mmHg. Reactants: S1C(=NC2=C1C=CC=C2)C(=O)C2=CC=C(C=C2)OC2=NC=CC=C2C=2CCOCC2 (benzo[d]thiazol-2-yl(4-(3-(3,6-dihydro-2H-pyran-4-yl)pyridin-2-yloxy)phenyl)methanone). The reagents and catalysts are [OH-].[Pd+2].[OH-] (Palladium hydroxide). The solvent is C1CCOC1 (THF). Product: S1C(=NC2=C1C=CC=C2)C(O)C2=CC=C(C=C2)OC2=NC=CC=C2C=2CCOCC2 (benzo[d]thiazol-2-yl(4-(3-(3,6-dihydro-2H-pyran-4-yl)pyridin-2-yloxy)phenyl)methanol). RXN SMILES: [S:1]1[C:5]2[CH:6]=[CH:7][CH:8]=[CH:9][C:4]=2[N:3]=[C:2]1[C:10]([C:12]1[CH:17]=[CH:16][C:15]([O:18][C:19]2[C:24]([C:25]3[CH2:26][CH2:27][O:28][CH2:29][CH:30]=3)=[CH:23][CH:22]=[CH:21][N:20]=2)=[CH:14][CH:13]=1)=[O:11]>C1COCC1.[OH-].[Pd+2].[OH-]>[S:1]1[C:5]2[CH:6]=[CH:7][CH:8]=[CH:9][C:4]=2[N:3]=[C:2]1[CH:10]([C:12]1[CH:13]=[CH:14][C:15]([O:18][C:19]2[C:24]([C:25]3[CH2:26][CH2:27][O:28][CH2:29][CH:30]=3)=[CH:23][CH:22]=[CH:21][N:20]=2)=[CH:16][CH:17]=1)[OH:11] |f:2.3.4|. Reported procedure: To a round bottomed flask was added benzo[d]thiazol-2-yl(4-(3-(3,6-dihydro-2H-pyran-4-yl)pyridin-2-yloxy)phenyl)methanone (0.6000 g, 1.448 mmol) in THF (4.83 mL). Palladium hydroxide (0.051 g, 0.072 mmol) was added. The round bottomed flask was flushed with N2(g) followed by vacuum repeating the process three times. A balloon of H2(g) was then added to the reaction. Reaction was filtered through celite. The crude product was purified by reverse-phase preparative HPLC using a Phenomenex Synergi c... The reactants are O=C(O)c1ccc(Cl)nc1, Cl, NN, O, O. The product is NNc1ccc(C(=O)O)cn1. Reaction SMILES: [Cl:1][c:2]1[n:3][cH:4][c:5]([C:6](=[O:7])[OH:8])[cH:9][cH:10]1.[ClH:15].[NH2:12][NH2:13].[OH2:11].[OH2:14]>>[c:2]1([NH:12][NH2:13])[n:3][cH:4][c:5]([C:6](=[O:7])[OH:8])[cH:9][cH:10]1. The reactants are COC(C1=CN=C(C=C1)N)=O (6-Amino-nicotinic acid methyl ester), [B-](F)(F)(F)F.C1=CC=NC=C1.C1=CC=NC=C1.[IH2+] (Bis(pyridine)iodonium(I) tetrafluoroborate), Bis(pyridine)iodoniun(I) tetrafluoroborate. Run in C(Cl)Cl (DCM), FC(S(=O)(=O)O)(F)F (Trifluoromethanesulfonic acid), FC(S(=O)(=O)O)(F)F (Trifluoromethanesulfonic acid). Conditions: time 24 hour. Yields the product COC(C1=CN=C(C(=C1)I)N)=O (6-Amino-5-iodo-nicotinic acid methyl ester). As a reaction SMILES: [CH3:1][O:2][C:3](=[O:11])[C:4]1[CH:9]=[CH:8][C:7]([NH2:10])=[N:6][CH:5]=1.[B-](F)(F)(F)F.C1C=CN=CC=1.C1C=CN=CC=1.[IH2+:29]>C(Cl)Cl.FC(F)(F)S(O)(=O)=O>[CH3:1][O:2][C:3](=[O:11])[C:4]1[CH:9]=[C:8]([I:29])[C:7]([NH2:10])=[N:6][CH:5]=1 |f:1.2.3.4|. Procedure details: To 5 g 6-Amino-nicotinic acid methyl ester and 16.2 g Bis(pyridine)iodonium(I) tetrafluoroborate in 250 mL DCM, 7.6 mL Trifluoromethanesulfonic acid were added dropwise at 0° C. The mixture was stirred for 24 h at RT. Then additional 3.2 g Bis(pyridine)iodoniun(I) tetrafluoroborate and 1.5 mL Trifluoromethanesulfonic acid were added. After stirring for 2 h at RT the reaction mixture was concentrated under reduced pressure and then taken-up with concentrated aqueous Na2SO3 solution and brought to...